Dataset: the Open Reaction Database (ORD), a public repository of structured organic reaction records. Task: describe an organic reaction: reactants, conditions, products, and yield Reactants: N (ammonia), Cl.C(C)N=C=NCCCN(C)C (1-ethyl-3-(3-dimethylaminopropyl)carbodiimide hydrochloride), ON1N=NC2=C1C=CC=C2 (1-hydroxybenzotriazole), C([O-])(O)=O.[Na+] (sodium bicarbonate), COCN1C2=C(SC3=C1C=C(C=C3)C(=O)O)N=CC=N2 ((10-methoxymethyl-10H-pyrazino[2,3-b][1,4]benzothiazin-8-yl)carboxylic acid). Solvent: C(C)(=O)OCC (ethyl acetate), ClCCl (dichloromethane), O1CCCC1 (tetrahydrofuran). Conditions: time 30 minute. Yields the product COCN1C2=C(SC3=C1C=C(C=C3)C(=O)N)N=CC=N2 ((10-Methoxymethyl-10H-pyrazino[2,3-b][1,4]benzothiazin-8-yl)carboxamide). Isolated yield 59.8%. As a reaction SMILES: [CH3:1][O:2][CH2:3][N:4]1[C:9]2[CH:10]=[C:11]([C:14](O)=[O:15])[CH:12]=[CH:13][C:8]=2[S:7][C:6]2[N:17]=[CH:18][CH:19]=[N:20][C:5]1=2.Cl.C([N:24]=C=NCCCN(C)C)C.ON1C2C=CC=CC=2N=N1.N.C(=O)(O)[O-].[Na+]>ClCCl.O1CCCC1.C(OCC)(=O)C>[CH3:1][O:2][CH2:3][N:4]1[C:9]2[CH:10]=[C:11]([C:14]([NH2:24])=[O:15])[CH:12]=[CH:13][C:8]=2[S:7][C:6]2[N:17]=[CH:18][CH:19]=[N:20][C:5]1=2 |f:1.2,5.6|. Reported procedure: 1.04 g of (10-methoxymethyl-10H-pyrazino[2,3-b][1,4]benzothiazin-8-yl)carboxylic acid was dissolved in a mixture of dichloromethane (20 ml) with tetrahydrofuran (20 ml) in a nitrogen atmosphere. Under ice-cooling, 1.04 g of 1-ethyl-3-(3-dimethylaminopropyl)carbodiimide hydrochloride and 200 mg of 1-hydroxybenzotriazole were added thereto and the resulting mixture was stirred at room temperature for 30 minutes. After blowing ammonia gas thereinto, the reaction mixture was distributed into an aque... Reaction SMILES: [F:18][c:19]1[c:20]([C:21]#[N:22])[cH:23][cH:24][c:25]([O:27][CH2:28][c:29]2[cH:30][n:31][cH:32][cH:33][cH:34]2)[cH:26]1.[H-:16].[Na+:15].[Na+:17].[O:35]1[CH2:36][CH2:37][CH2:38][CH2:39]1.[OH:1][CH:2]([CH2:3][CH2:4][C:5](=[O:6])[O-:7])[c:8]1[c:9]([CH3:14])[cH:10][cH:11][cH:12][cH:13]1>>[O:1]([CH:2]([CH2:3][CH2:4][C:5](=[O:6])[OH:7])[c:8]1[c:9]([CH3:14])[cH:10][cH:11][cH:12][cH:13]1)[c:19]1[c:20]([C:21]#[N:22])[cH:23][cH:24][c:25]([O:27][CH2:28][c:29]2[cH:30][n:31][cH:32][cH:33][cH:34]2)[cH:26]1. The reactants are N#Cc1ccc(OCc2cccnc2)cc1F, [H-], [Na+], [Na+], C1CCOC1, Cc1ccccc1C(O)CCC(=O)[O-]. Product: Cc1ccccc1C(CCC(=O)O)Oc1cc(OCc2cccnc2)ccc1C#N. Starting materials: Cl.ClC1=CC=C(CN(N)C2=CC=C(C=C2)F)C=C1 (1-[4-chlorobenzyl]-1-(4-fluorophenyl)hydrazine hydrochloride), CC(C(=O)O)(CC(CC)=O)C (2,2-dimethyl-4-oxohexanoic acid). The solvent is C(C)(C)(C)O (t-butanol). Product: ClC1=CC=C(CN2C(=C(C3=CC(=CC=C23)F)C)CC(C(=O)O)(C)C)C=C1 (3-[1-(4-chlorobenzyl)-3-methyl-5-fluoroindol-2-yl]-2,2-dimethyl propanoic acid). Reaction SMILES: Cl.[Cl:2][C:3]1[CH:18]=[CH:17][C:6]([CH2:7][N:8]([C:10]2[CH:15]=[CH:14][C:13]([F:16])=[CH:12][CH:11]=2)N)=[CH:5][CH:4]=1.[CH3:19][C:20]([CH3:29])([CH2:24][C:25](=O)[CH2:26][CH3:27])[C:21]([OH:23])=[O:22]>C(O)(C)(C)C>[Cl:2][C:3]1[CH:18]=[CH:17][C:6]([CH2:7][N:8]2[C:10]3[C:15](=[CH:14][C:13]([F:16])=[CH:12][CH:11]=3)[C:26]([CH3:27])=[C:25]2[CH2:24][C:20]([CH3:29])([CH3:19])[C:21]([OH:23])=[O:22])=[CH:5][CH:4]=1 |f:0.1|. Procedure details: Following the method of Example 2, but using 1-[4-chlorobenzyl]-1-(4-fluorophenyl)hydrazine hydrochloride 1.9 g and 2,2-dimethyl-4-oxohexanoic acid (950 mg) as starting materials, in t-butanol as solvent, after 16 hrs. at reflux, the solvent was removed in vacuo, and the title compound was isolated by crystallization and filtration, followed by crystallization from hot ethyl acetate:hexane 9:1. Starting materials: C(C)(C)(C)C=1C=C2C=CNC(C2=CC1)=O (6-tert-Butyl-2H-isoquinolin-1-one), C([O-])([O-])=O.[Cs+].[Cs+] (cesium carbonate), BrC1=C(C=O)C(=CC=C1)Br (2,6-Dibromo-benzaldehyde), CC1(C2=C(C(=CC=C2)P(C3=CC=CC=C3)C4=CC=CC=C4)OC5=C(C=CC=C51)P(C6=CC=CC=C6)C7=CC=CC=C7)C (xanthphos). Reagents/catalysts: C=1C=CC(=CC1)/C=C/C(=O)/C=C/C2=CC=CC=C2.C=1C=CC(=CC1)/C=C/C(=O)/C=C/C2=CC=CC=C2.[Pd] (bis(dibenzylideneacetone)palladium). Solvent: O1CCOCC1 (dioxane). Conditions: temperature 100 celsius, time 8 hour. The product is BrC1=C(C=O)C(=CC=C1)N1C(C2=CC=C(C=C2C=C1)C(C)(C)C)=O (2-Bromo-6-(6-tert-butyl-1-oxo-1H-isoquinolin-2-yl)-benzaldehyde). Reaction SMILES: [C:1]([C:5]1[CH:6]=[C:7]2[C:12](=[CH:13][CH:14]=1)[C:11](=[O:15])[NH:10][CH:9]=[CH:8]2)([CH3:4])([CH3:3])[CH3:2].[Br:16][C:17]1[CH:24]=[CH:23][CH:22]=[C:21](Br)[C:18]=1[CH:19]=[O:20].CC1(C)C2C(=C(P(C3C=CC=CC=3)C3C=CC=CC=3)C=CC=2)OC2C(P(C3C=CC=CC=3)C3C=CC=CC=3)=CC=CC1=2.C(=O)([O-])[O-].[Cs+].[Cs+]>O1CCOCC1.C1C=CC(/C=C/C(/C=C/C2C=CC=CC=2)=O)=CC=1.C1C=CC(/C=C/C(/C=C/C2C=CC=CC=2)=O)=CC=1.[Pd]>[Br:16][C:17]1[CH:24]=[CH:23][CH:22]=[C:21]([N:10]2[CH:9]=[CH:8][C:7]3[C:12](=[CH:13][CH:14]=[C:5]([C:1]([CH3:4])([CH3:2])[CH3:3])[CH:6]=3)[C:11]2=[O:15])[C:18]=1[CH:19]=[O:20] |f:3.4.5,7.8.9|. Reported procedure: 6-tert-Butyl-2H-isoquinolin-1-one (272 mg, 1.35 mmol), 2,6-Dibromo-benzaldehyde (891 mg, 2.5 eq), xanthphos (35 mg, 0.045 eq) and cesium carbonate (616 mg, 1.4 eq) were taken up in dioxane (2.7 mL). Then nitrogen was bubbled through the solution for 10 minutes before adding bis(dibenzylideneacetone)palladium (23 mg, 0.03 eq). The resulting mixture was stirred at 100° C. overnight. By TLC and LC/MS there was no desired product observed. Next added copper iodide (55 mg, 0.02 eq) and cesium carbona... The reactants are NO, [Na+], O=CC=Cc1ccccc1, [OH-], O, O=S(=O)(O)O. The product is ON=CC=Cc1ccccc1. Reaction SMILES: [NH2:16][OH:17].[Na+:19].[O:1]=[CH:2][CH:3]=[CH:4][c:5]1[cH:6][cH:7][cH:8][cH:9][cH:10]1.[OH-:18].[OH2:20].[S:11]([OH:12])([OH:13])(=[O:14])=[O:15]>>[CH:2]([CH:3]=[CH:4][c:5]1[cH:6][cH:7][cH:8][cH:9][cH:10]1)=[N:16][OH:17]. The reactants are resultant mixture, COC([C@@H](N)CC1=CC=C(C=C1)O)=O (L-tyrosine methyl ester), C(C)(C)N(CC)C(C)C (diisopropylethylamine), [Si](C1=CC=CC=C1)(C1=CC=CC=C1)(C(C)(C)C)Cl (t-butyldiphenylsilyl chloride). Run in C(Cl)Cl (CH2Cl2). The product is COC([C@@H](N)CC1=CC=C(C=C1)O[Si](C1=CC=CC=C1)(C1=CC=CC=C1)C(C)(C)C)=O (O-(tert-butyldiphenylsilyl)-L-tyrosine methyl ester). Yield: 87.7%. As a reaction SMILES: [CH3:1][O:2][C:3](=[O:14])[C@H:4]([CH2:6][C:7]1[CH:12]=[CH:11][C:10]([OH:13])=[CH:9][CH:8]=1)[NH2:5].C(N(C(C)C)CC)(C)C.[Si:24](Cl)([C:37]([CH3:40])([CH3:39])[CH3:38])([C:31]1[CH:36]=[CH:35][CH:34]=[CH:33][CH:32]=1)[C:25]1[CH:30]=[CH:29][CH:28]=[CH:27][CH:26]=1>C(Cl)Cl>[CH3:1][O:2][C:3](=[O:14])[C@H:4]([CH2:6][C:7]1[CH:8]=[CH:9][C:10]([O:13][Si:24]([C:37]([CH3:40])([CH3:39])[CH3:38])([C:31]2[CH:32]=[CH:33][CH:34]=[CH:35][CH:36]=2)[C:25]2[CH:30]=[CH:29][CH:28]=[CH:27][CH:26]=2)=[CH:11][CH:12]=1)[NH2:5]. Procedure details: To a solution of L-tyrosine methyl ester (Sigma Chemical Company) (10.0 g, 51.3 mmol) and diisopropylethylamine (25.9 g, 200.0 mmol) in CH2Cl2 (400 mL) was added t-butyldiphenylsilyl chloride (TBDPS-Cl; 35.2 g, 128.2 mmol) at 23° C. The resultant mixture was stirred at 23° C. for 14 hours. The crude reaction mixture was dried over (MgSO4) and concentrated in vacuo. The resultant residue was purified by silica gel flash column chromatography. The polarity of the eluting solvent mixture was adjust... Starting materials: FC1=C(CO)C=C(C=C1)O (2-fluoro-5-hydroxybenzyl alcohol), Cl.N1=CC(=CC=C1)CCl (3-pyridylmethyl chloride hydrochloride), ClC(=O)N1[C@H](CN(C[C@H]1C)C(=O)OC(C)(C)C)C (1-chlorocarbonyl-cis-2,6-dimethyl-4-tert-butoxycarbonylpiperazine). Yields the product C[C@@H]1N([C@@H](CNC1)C)C(=O)OCC1=C(C=CC(=C1)OCC=1C=NC=CC1)F (2-Fluoro-5-(3-pyridylmethyl)oxybenzyl cis-2,6-dimethylpiperazine-1-carboxylate), product. Isolated yield 5.4%. RXN SMILES: [F:1][C:2]1[CH:9]=[CH:8][C:7]([OH:10])=[CH:6][C:3]=1[CH2:4][OH:5].Cl.[N:12]1[CH:17]=[CH:16][CH:15]=[C:14]([CH2:18]Cl)[CH:13]=1.Cl[C:21]([N:23]1[C@H:28]([CH3:29])[CH2:27][N:26](C(OC(C)(C)C)=O)[CH2:25][C@@H:24]1[CH3:37])=[O:22]>>[CH3:37][C@H:24]1[CH2:25][NH:26][CH2:27][C@@H:28]([CH3:29])[N:23]1[C:21]([O:5][CH2:4][C:3]1[CH:6]=[C:7]([O:10][CH2:18][C:14]2[CH:13]=[N:12][CH:17]=[CH:16][CH:15]=2)[CH:8]=[CH:9][C:2]=1[F:1])=[O:22] |f:1.2|. Reported procedure: 2-Fluoro-5-(3-pyridylmethyl)oxybenzyl cis-2,6-dimethylpiperazine-1-carboxylate was prepared from 2-fluoro-5-hydroxybenzyl alcohol, 3-pyridylmethyl chloride hydrochloride and 1-chlorocarbonyl-cis-2,6-dimethyl-4-tert-butoxycarbonylpiperazine according to the methods described for Examples 54 and 121 to give the product as a yellow oil (5.4%); HPLC (XTERRA, 50/80, 220 nm) 91% (1.64 min); δH (400 MHz, DMSO-d6) 1.172 (6H, d, J 7.0 Hz), 2.673 (4H, m), 3.294 (3H, s), 3.900 (2H, m), 5.075 (2H, s), 5.138... Reactants: O=C([O-])[O-], CN(C)C=O, FC(F)(F)c1cccc2c(Cl)ccnc12, [Cs+], [Cs+], O, O=Cc1ccc(O)cc1. The product is O=Cc1ccc(Oc2ccnc3c(C(F)(F)F)cccc23)cc1. As a reaction SMILES: [C:25](=[O:26])([O-:27])[O-:28].[CH3:32][N:33]([CH3:34])[CH:35]=[O:36].[Cl:1][c:2]1[cH:3][cH:4][n:5][c:6]2[c:7]([C:12]([F:13])([F:14])[F:15])[cH:8][cH:9][cH:10][c:11]12.[Cs+:29].[Cs+:30].[OH2:31].[OH:16][c:17]1[cH:18][cH:19][c:20]([CH:21]=[O:22])[cH:23][cH:24]1>>[c:2]1([O:16][c:17]2[cH:18][cH:19][c:20]([CH:21]=[O:22])[cH:23][cH:24]2)[cH:3][cH:4][n:5][c:6]2[c:7]([C:12]([F:13])([F:14])[F:15])[cH:8][cH:9][cH:10][c:11]12. Starting materials: Cc1ccncc1-c1cc(NC(=O)Oc2ccccc2)ccc1C, COc1cc2c(cc1C(F)(F)F)NCC2, CN(C)C=O. Product: COc1cc2c(cc1C(F)(F)F)N(C(=O)Nc1ccc(C)c(-c3cnccc3C)c1)CC2. RXN SMILES: [CH3:1][c:2]1[c:3](-[c:18]2[cH:19][n:20][cH:21][cH:22][c:23]2[CH3:24])[cH:4][c:5]([NH:8][C:9]([O:10][c:11]2[cH:12][cH:13][cH:14][cH:15][cH:16]2)=[O:17])[cH:6][cH:7]1.[CH3:25][O:26][c:27]1[cH:28][c:29]2[c:33]([cH:34][c:35]1[C:36]([F:37])([F:38])[F:39])[NH:32][CH2:31][CH2:30]2.[CH3:40][N:41]([CH3:42])[CH:43]=[O:44]>>[CH3:1][c:2]1[c:3](-[c:18]2[cH:19][n:20][cH:21][cH:22][c:23]2[CH3:24])[cH:4][c:5]([NH:8][C:9](=[O:17])[N:32]2[CH2:31][CH2:30][c:29]3[cH:28][c:27]([O:26][CH3:25])[c:35]([C:36]([F:37])([F:38])[F:39])[cH:34][c:33]32)[cH:6][cH:7]1.